From a dataset of the Open Reaction Database (ORD), a public repository of structured organic reaction records. describe an organic reaction: reactants, conditions, products, and yield The reactants are N (ammonia), [Cl-].[NH4+] (ammonium chloride), C(C1=CC=CC=C1)N1C(CC(C1)CC(F)(F)F)=O (1-benzyl-4-(2,2,2-trifluoroethyl)pyrrolidin-2-one), [Na] (Sodium). The solvent is C(C)(C)(C)O (tert-butanol), C(C)(C)(C)O (tert-butanol), C(C)OCC (diethyl ether), C(C)O (Ethanol). Conditions: temperature -78 celsius, time 2.5 hour. Yields the product FC(CC1CC(NC1)=O)(F)F (4-(2,2,2-trifluoroethyl)pyrrolidin-2-one). RXN SMILES: C([N:8]1[CH2:12][CH:11]([CH2:13][C:14]([F:17])([F:16])[F:15])[CH2:10][C:9]1=[O:18])C1C=CC=CC=1.N.[Na].[Cl-].[NH4+]>C(OCC)C.C(O)C.C(O)(C)(C)C>[F:17][C:14]([F:15])([F:16])[CH2:13][CH:11]1[CH2:12][NH:8][C:9](=[O:18])[CH2:10]1 |f:3.4,^1:19|. Procedure: 1-Benzyl-4-(2,2,2-trifluoroethyl)pyrrolidin-2-one x102 (1.67 g, 6.5 mmol) is dissolved in diethyl ether (17 ml) and anhydrous tert-butanol (7 ml). The solution is cooled to −78° C. and ammonia (33 ml) is condensed into the flask. Sodium (0.373 g, 16.2 mmol) is added to the solution portionwise at −78° C., followed by the anhydrous tert-butanol (7 ml). The reaction mixture is stirred at −78° C. for 2-3 h. Ethanol (50 ml) is slowly added. The mixture is warmed to room temperature and stirred overn... The reactants are FC1=C(C=O)C=CC=C1[N+](=O)[O-] (2-fluoro-3-nitro-benzaldehyde), Cl (hydrochloric acid), IC1=CNC=2N=CN=CC21 (5-iodo-7H-pyrrolo[2,3-d]pyrimidine), C(C)(C)[Mg]Cl (isopropylmagnesium chloride), C1(=C(C=CC=C1)[Mg]Cl)C (o-tolylmagnesium chloride). Solvent: O1CCCC1 (tetrahydrofuran), O1CCCC1 (tetrahydrofuran). Conditions: temperature -5 celsius, time 30 minute. The product is FC1=C(C=CC=C1[N+](=O)[O-])C(O)C1=CNC=2N=CN=CC21 ((2-fluoro-3-nitro-phenyl)-(7H-pyrrolo[2,3-d]pyrimidin-5-yl)-methanol). Isolated yield 31.1%. Reaction SMILES: I[C:2]1[C:10]2[CH:9]=[N:8][CH:7]=[N:6][C:5]=2[NH:4][CH:3]=1.C1(C)C=CC=CC=1[Mg]Cl.C([Mg]Cl)(C)C.[F:25][C:26]1[C:33]([N+:34]([O-:36])=[O:35])=[CH:32][CH:31]=[CH:30][C:27]=1[CH:28]=[O:29].Cl>O1CCCC1>[F:25][C:26]1[C:33]([N+:34]([O-:36])=[O:35])=[CH:32][CH:31]=[CH:30][C:27]=1[CH:28]([C:2]1[C:10]2[CH:9]=[N:8][CH:7]=[N:6][C:5]=2[NH:4][CH:3]=1)[OH:29]. Reported procedure: To 5-iodo-7H-pyrrolo[2,3-d]pyrimidine (35, 1.911 g, 7.799 mmol) 9.75 mL of tetrahydrofuran was added, the suspension was cooled to −5° C., and o-tolylmagnesium chloride (8.19 mL, 1.00 M in tetrahydrofuran, 8.19 mmol) was added. The reaction solution was stirred and kept between −5° C. and 0° C. for 30 minutes, then isopropylmagnesium chloride (4.29 mL, 2.0 M in tetrahydrofuran, 8.58 mmol) was slowly added dropwise. The reaction mixture was stirred and kept at 0° C. for 30 minutes, then 2-fluoro-... The reactants are ClC(C(=O)C)Cl (1,1-dichloroacetone), C(CCS)S (1,3-propanedithiol). The product is CC1(SCCCS1)C(Cl)Cl (2-methyl-2-dichloromethyl-1,3-dithiane). As a reaction SMILES: [Cl:1][CH:2]([Cl:6])[C:3]([CH3:5])=O.[CH2:7]([SH:11])[CH2:8][CH2:9][SH:10]>>[CH3:5][C:3]1([CH:2]([Cl:6])[Cl:1])[S:11][CH2:7][CH2:8][CH2:9][S:10]1. Procedure details: In a further non-limiting embodiment, 1,1-dichloroacetone can be reacted with 1,3-propanedithiol to produce 2-methyl-2-dichloromethyl-1,3-dithiane, as shown below. Starting materials: O1COC2=C1C=CC(=C2)C2(CC2)C(=O)Cl (1-(benzo[d][1,3]dioxol-5-yl)cyclopropanecarbonyl chloride), COC1=NC(=CC(=N1)N)OC (2,6-dimethoxypyrimidin-4-amine). The solvent is N1=CC=CC=C1 (pyridine). Conditions: temperature 115 celsius, time 15 hour. Product: O1COC2=C1C=CC(=C2)C2(CC2)C(=O)NC2=NC(=NC(=C2)OC)OC (1-(benzo[d][1,3]dioxol-5-yl)-N-(2,6-dimethoxypyrimidin-4-yl)cyclopropanecarboxamide). Reaction SMILES: [O:1]1[C:5]2[CH:6]=[CH:7][C:8]([C:10]3([C:13](Cl)=[O:14])[CH2:12][CH2:11]3)=[CH:9][C:4]=2[O:3][CH2:2]1.[CH3:16][O:17][C:18]1[N:23]=[C:22]([NH2:24])[CH:21]=[C:20]([O:25][CH3:26])[N:19]=1>N1C=CC=CC=1>[O:1]1[C:5]2[CH:6]=[CH:7][C:8]([C:10]3([C:13]([NH:24][C:22]4[CH:21]=[C:20]([O:25][CH3:26])[N:19]=[C:18]([O:17][CH3:16])[N:23]=4)=[O:14])[CH2:12][CH2:11]3)=[CH:9][C:4]=2[O:3][CH2:2]1. Reported procedure: To 1-(benzo[d][1,3]dioxol-5-yl)cyclopropanecarbonyl chloride (45 mg, 0.2 mmol) in pyridine (2 mL) was added 2,6-dimethoxypyrimidin-4-amine (31 mg, 0.2 mmol) and the reaction mixture was stirred at 115° C. for 15 hours. The solvent was evaporated to dryness and the residue redissolved in DMF, filtered and purified by reverse-phase preparative liquid chromatography utilizing a gradient of 0-99% acetonitrile in water containing 0.05% trifluoracetic acid to yield the pure product. ESI-MS m/z calc. 3...